From a dataset of the Open Reaction Database (ORD), a public repository of structured organic reaction records. describe an organic reaction: reactants, conditions, products, and yield Procedure: A solution of Example 63 (110 mg, 229 μmol) and acetyl chloride (32 μl, 458 μmol) in THF/dichloromethane (1:2, 3 ml) was treated with sodium carbonate (194 mg, 1.83 mmol) and stirred at rt overnight. Then, the mixture was diluted with methanol (2 ml) and water (1 ml) and stirred at rt for 1 h. After evaporation, the residue was purified by preparative RP-HPLC (Reprosil C18, gradient 10-95% acetonitrile/0.1% aq. formic acid). Lyophilization from 1,4-dioxane and re-purification by column chromatog... Solvent: CO (methanol), O (water), C1CCOC1.ClCCl (THF dichloromethane). Reaction SMILES: F[C:2](F)(F)[C:3](O)=[O:4].FC(F)(F)C(O)=O.[NH2:15][C:16]1[C:21]2=[C:22]([C:37]3[S:38][C:39]4[C:45]([O:46][CH3:47])=[CH:44][C:43]([CH3:48])=[CH:42][C:40]=4[CH:41]=3)[C:23]([CH2:32][NH:33][C:34](=[O:36])[CH3:35])=[C:24]([CH2:25][N:26]3[CH2:31][CH2:30][NH:29][CH2:28][CH2:27]3)[N:20]2[N:19]=[CH:18][N:17]=1.C(Cl)(=O)C.C(=O)([O-])[O-].[Na+].[Na+]>C1COCC1.ClCCl.CO.O>[C:3]([N:29]1[CH2:28][CH2:27][N:26]([CH2:25][C:24]2[N:20]3[C:21]([C:16]([NH2:15])=[N:17][CH:18]=[N:19]3)=[C:22]([C:37]3[S:38][C:39]4[C:45]([O:46][CH3:47])=[CH:44][C:43]([CH3:48])=[CH:42][C:40]=4[CH:41]=3)[C:23]=2[CH2:32][NH:33][C:34](=[O:36])[CH3:35])[CH2:31][CH2:30]1)(=[O:4])[CH3:2] |f:0.1.2,4.5.6,7.8|. The reactants are FC(C(=O)O)(F)F.FC(C(=O)O)(F)F.NC1=NC=NN2C1=C(C(=C2CN2CCNCC2)CNC(C)=O)C=2SC1=C(C2)C=C(C=C1OC)C (N-{[4-Amino-5-(7-methoxy-5-methyl-1-benzothiophen-2-yl)-7-(piperazin-1-ylmethyl)pyrrolo-[2,1-f][1,2,4]triazin-6-yl]methyl}acetamide bis(trifluoroacetate)), C(C)(=O)Cl (acetyl chloride), C([O-])([O-])=O.[Na+].[Na+] (sodium carbonate). Conditions: time 8 hour. Yields the product C(C)(=O)N1CCN(CC1)CC1=C(C(=C2C(=NC=NN21)N)C=2SC1=C(C2)C=C(C=C1OC)C)CNC(C)=O (N-({7-[(4-Acetylpiperazin-1-yl)methyl]-4-amino-5-(7-methoxy-5-methyl-1-benzothiophen-2-yl)pyrrolo[2,1-f][1,2,4]triazin-6-yl}methyl)acetamide). Starting materials: [OH-].[NH4+] (ammonium hydroxide), C(=O)(O)[O-].[Na+] (NaHCO3), B(F)(F)F.CCOCC (Boron trifluoride etherate), C(#N)CC1(CN(C1)C=1N=CC(=NC1)C(=O)NC1(CC1)C(F)(F)F)N1N=CC(=C1)C=1C2=C(N=CN1)N(C=C2)COCC[Si](C)(C)C (5-{3-(cyanomethyl)-3-[4-(7-{[2-(trimethylsilyl)ethoxy]methyl}-7H-pyrrolo[2,3-d]pyrimidin-4-yl)-1H-pyrazol-1-yl]azetidin-1-yl}-N-[1-(trifluoromethyl)cyclopropyl]pyrazine-2-carboxamide). Solvent: O (water), O (water), C(C)#N (acetonitrile). Run at time 4 hour. Yields the product C(#N)CC1(CN(C1)C=1N=CC(=NC1)C(=O)NC1(CC1)C(F)(F)F)N1N=CC(=C1)C=1C2=C(N=CN1)NC=C2 (5-{3-(cyanomethyl)-3-[4-(7H-pyrrolo[2,3-d]pyrimidin-4-yl)-1H-pyrazol-1-yl]azetidin-1-yl}-N-[1-(trifluoromethyl)cyclopropyl]pyrazine-2-carboxamide). Yield: 96.3%. RXN SMILES: B(F)(F)F.CCOCC.[C:10]([CH2:12][C:13]1([N:33]2[CH:37]=[C:36]([C:38]3[C:39]4[CH:46]=[CH:45][N:44](COCC[Si](C)(C)C)[C:40]=4[N:41]=[CH:42][N:43]=3)[CH:35]=[N:34]2)[CH2:16][N:15]([C:17]2[N:18]=[CH:19][C:20]([C:23]([NH:25][C:26]3([C:29]([F:32])([F:31])[F:30])[CH2:28][CH2:27]3)=[O:24])=[N:21][CH:22]=2)[CH2:14]1)#[N:11].[OH-].[NH4+].C([O-])(O)=O.[Na+]>C(#N)C.O>[C:10]([CH2:12][C:13]1([N:33]2[CH:37]=[C:36]([C:38]3[C:39]4[CH:46]=[CH:45][NH:44][C:40]=4[N:41]=[CH:42][N:43]=3)[CH:35]=[N:34]2)[CH2:16][N:15]([C:17]2[N:18]=[CH:19][C:20]([C:23]([NH:25][C:26]3([C:29]([F:31])([F:30])[F:32])[CH2:27][CH2:28]3)=[O:24])=[N:21][CH:22]=2)[CH2:14]1)#[N:11] |f:0.1,3.4,5.6|. Procedure details: Boron trifluoride etherate (0.52 mL, 4.1 mmol) was added to a solution of 5-{3-(cyanomethyl)-3-[4-(7-{[2-(trimethylsilyl)ethoxy]methyl}-7H-pyrrolo[2,3-d]pyrimidin-4-yl)-1H-pyrazol-1-yl]azetidin-1-yl}-N-[1-(trifluoromethyl)cyclopropyl]pyrazine-2-carboxamide (0.90 g) in acetonitrile (20 mL) at 0° C. under N2. The reaction mixture was stirred at room temperature for 4 h. LCMS (M+H)+: m/z=539.2. The mixture was cooled to 0° C., water (10. mL) was added. After 30 min., 5.0 M ammonium hydroxide in wat... The reactants are Brc1cnc2nnn(Cc3ccc4ncccc4c3)c2n1, C=C(OCC)[SnH2]CCCC, [Cu]I, Cl[Pd]Cl, c1ccc(P(c2ccccc2)c2ccccc2)cc1, c1ccc(P(c2ccccc2)c2ccccc2)cc1. Product: C=C(OCC)c1cnc2nnn(Cc3ccc4ncccc4c3)c2n1. As a reaction SMILES: [Br:1][c:2]1[cH:3][n:4][c:5]2[c:6]([n:7]1)[n:8]([CH2:11][c:12]1[cH:13][c:14]3[cH:15][cH:16][cH:17][n:18][c:19]3[cH:20][cH:21]1)[n:9][n:10]2.[CH2:22]([SnH2:23][C:27](=[CH2:28])[O:29][CH2:30][CH3:31])[CH2:24][CH2:25][CH3:26].[Cu:73][I:74].[Pd:32]([Cl:33])[Cl:34].[c:35]1([P:36]([c:37]2[cH:38][cH:39][cH:40][cH:41][cH:42]2)[c:43]2[cH:44][cH:45][cH:46][cH:47][cH:48]2)[cH:49][cH:50][cH:51][cH:52][cH:53]1.[c:54]1([P:55]([c:56]2[cH:57][cH:58][cH:59][cH:60][cH:61]2)[c:62]2[cH:63][cH:64][cH:65][cH:66][cH:67]2)[cH:68][cH:69][cH:70][cH:71][cH:72]1>>[c:2]1([C:27](=[CH2:28])[O:29][CH2:30][CH3:31])[cH:3][n:4][c:5]2[c:6]([n:7]1)[n:8]([CH2:11][c:12]1[cH:13][c:14]3[cH:15][cH:16][cH:17][n:18][c:19]3[cH:20][cH:21]1)[n:9][n:10]2. Reactants: Cc1ccccc1, O=C(Cl)Cl, NCc1ccc(Cl)cc1. Product: O=C=NCc1ccc(Cl)cc1. RXN SMILES: [CH3:14][c:15]1[cH:16][cH:17][cH:18][cH:19][cH:20]1.[Cl:10][C:11]([Cl:12])=[O:13].[Cl:1][c:2]1[cH:3][cH:4][c:5]([CH2:6][NH2:7])[cH:8][cH:9]1>>[Cl:1][c:2]1[cH:3][cH:4][c:5]([CH2:6][N:7]=[C:11]=[O:13])[cH:8][cH:9]1.